Dataset: the Open Reaction Database (ORD), a public repository of structured organic reaction records. Task: describe an organic reaction: reactants, conditions, products, and yield Reactants: [Cl-], COC(=O)c1cc(Cl)cnc1Cl, Fc1ccc(C[Zn+])cc1, C1CCOC1, O, c1ccc(P(c2ccccc2)(c2ccccc2)[Pd](P(c2ccccc2)(c2ccccc2)c2ccccc2)(P(c2ccccc2)(c2ccccc2)c2ccccc2)P(c2ccccc2)(c2ccccc2)c2ccccc2)cc1. The product is COC(=O)c1cc(Cl)cnc1Cc1ccc(F)cc1. Reaction SMILES: [Cl-:13].[Cl:1][c:2]1[c:3]([C:4](=[O:5])[O:6][CH3:7])[cH:8][c:9]([Cl:12])[cH:10][n:11]1.[F:14][c:15]1[cH:16][cH:17][c:18]([CH2:19][Zn+:20])[cH:21][cH:22]1.[O:24]1[CH2:25][CH2:26][CH2:27][CH2:28]1.[OH2:23].[cH:29]1[cH:30][cH:31][c:32]([P:33]([Pd:34]([P:35]([c:36]2[cH:37][cH:38][cH:39][cH:40][cH:41]2)([c:42]2[cH:43][cH:44][cH:45][cH:46][cH:47]2)[c:48]2[cH:49][cH:50][cH:51][cH:52][cH:53]2)([P:54]([c:55]2[cH:56][cH:57][cH:58][cH:59][cH:60]2)([c:61]2[cH:62][cH:63][cH:64][cH:65][cH:66]2)[c:67]2[cH:68][cH:69][cH:70][cH:71][cH:72]2)[P:73]([c:74]2[cH:75][cH:76][cH:77][cH:78][cH:79]2)([c:80]2[cH:81][cH:82][cH:83][cH:84][cH:85]2)[c:86]2[cH:87][cH:88][cH:89][cH:90][cH:91]2)([c:92]2[cH:93][cH:94][cH:95][cH:96][cH:97]2)[c:98]2[cH:99][cH:100][cH:101][cH:102][cH:103]2)[cH:104][cH:105]1>>[c:2]1([CH2:19][c:18]2[cH:17][cH:16][c:15]([F:14])[cH:22][cH:21]2)[c:3]([C:4](=[O:5])[O:6][CH3:7])[cH:8][c:9]([Cl:12])[cH:10][n:11]1. Starting materials: ClC1=CC=C(CC=2N=C([Se]C2C(=O)OCC)N2CCOCC2)C=C1 (ethyl 4-(4-chlorobenzyl)-2-(morpholin-4-yl)-1,3-selenazole-5-carboxylate), [OH-].[Li+] (lithium hydroxide), O (water), [OH-].[Li+] (lithium hydroxide), O (water). Run in CO (methanol), O1CCCC1 (Tetrahydrofuran), O1CCCC1 (tetrahydrofuran), C(C)(=O)O (acetic acid). Reaction conditions: temperature 50 celsius. Product: ClC1=CC=C(CC=2N=C([Se]C2C(=O)O)N2CCOCC2)C=C1 (4-(4-chlorobenzyl)-2-morpholino-1,3-selenazole-5-carboxylic acid). The yield is 89.5%. RXN SMILES: [Cl:1][C:2]1[CH:24]=[CH:23][C:5]([CH2:6][C:7]2[N:8]=[C:9]([N:17]3[CH2:22][CH2:21][O:20][CH2:19][CH2:18]3)[Se:10][C:11]=2[C:12]([O:14]CC)=[O:13])=[CH:4][CH:3]=1.[OH-].[Li+].O>C(O)(=O)C.O1CCCC1.CO>[Cl:1][C:2]1[CH:24]=[CH:23][C:5]([CH2:6][C:7]2[N:8]=[C:9]([N:17]3[CH2:22][CH2:21][O:20][CH2:19][CH2:18]3)[Se:10][C:11]=2[C:12]([OH:14])=[O:13])=[CH:4][CH:3]=1 |f:1.2|. Reported procedure: The ethyl 4-(4-chlorobenzyl)-2-(morpholin-4-yl)-1,3-selenazole-5-carboxylate (35.0 mg, 0.0846 mmol) was placed in a round bottomed flask equipped with a stirbar. Tetrahydrofuran (1.00 mL) and methanol (0.1 mL) were added and the mixture was stirred to give a light yellow solution. A solution of lithium hydroxide in water (2.0 M, 0.423 mL, 0.846 mmol) was added in a single portion, and the resulting mixture was stirred under an atmosphere of nitrogen at room temperature overnight. LCMS analysis o... Reactants: [BH4-], O=C([O-])[O-], COC(=O)C1(NC(=O)c2ccc(OCCCN3CCCC3C)cc2)CCN(Cc2ccccc2)CC1, ClCCl, Cl, [K+], [K+], [Li+], [Na+], C1CCOC1, [OH-], O. Product: CC1CCCN1CCCOc1ccc(C(=O)NC2(CO)CCN(Cc3ccccc3)CC2)cc1. As a reaction SMILES: [BH4-:37].[C:42](=[O:43])([O-:44])[O-:45].[CH2:1]([c:2]1[cH:3][cH:4][cH:5][cH:6][cH:7]1)[N:8]1[CH2:9][CH2:10][C:11]([C:14](=[O:15])[O:16][CH3:17])([NH:18][C:19]([c:20]2[cH:21][cH:22][c:23]([O:26][CH2:27][CH2:28][CH2:29][N:30]3[CH:31]([CH3:35])[CH2:32][CH2:33][CH2:34]3)[cH:24][cH:25]2)=[O:36])[CH2:12][CH2:13]1.[Cl:53][CH2:54][Cl:55].[ClH:41].[K+:46].[K+:47].[Li+:38].[Na+:40].[O:48]1[CH2:49][CH2:50][CH2:51][CH2:52]1.[OH-:39].[OH2:56]>>[CH2:1]([c:2]1[cH:3][cH:4][cH:5][cH:6][cH:7]1)[N:8]1[CH2:9][CH2:10][C:11]([CH2:14][OH:15])([NH:18][C:19]([c:20]2[cH:21][cH:22][c:23]([O:26][CH2:27][CH2:28][CH2:29][N:30]3[CH:31]([CH3:35])[CH2:32][CH2:33][CH2:34]3)[cH:24][cH:25]2)=[O:36])[CH2:12][CH2:13]1.